Dataset: the Open Reaction Database (ORD), a public repository of structured organic reaction records. Task: describe an organic reaction: reactants, conditions, products, and yield Starting materials: CO, O=C(O)C(=Cc1ccncc1)c1ccc(Cl)cc1, O=S(Cl)Cl. The product is COC(=O)C(=Cc1ccncc1)c1ccc(Cl)cc1. Reaction SMILES: [CH3:19][OH:20].[Cl:1][c:2]1[cH:3][cH:4][c:5]([C:8]([C:9](=[O:10])[OH:11])=[CH:12][c:13]2[cH:14][cH:15][n:16][cH:17][cH:18]2)[cH:6][cH:7]1.[S:21]([Cl:22])([Cl:23])=[O:24]>>[Cl:1][c:2]1[cH:3][cH:4][c:5]([C:8]([C:9]([O:10][CH3:19])=[O:11])=[CH:12][c:13]2[cH:14][cH:15][n:16][cH:17][cH:18]2)[cH:6][cH:7]1. Reactants: OC(C)(C)C1=CC=C(C=N1)C1=CN=C2C(=N1)N(C(CN2)=O)[C@@H]2CC[C@H](CC2)OC (7-(6-(2-Hydroxypropan-2-yl)pyridin-3-yl)-1-(trans-4-methoxycyclohexyl)-3,4-dihydropyrazino[2,3-b]pyrazin-2(1H)-one), CCN(C(C)C)C(C)C (DIEA), BrC=1C(=NC=C(N1)Br)NCC(=O)OCC (Ethyl 2-(3,5-dibromopyrazin-2-ylamino)acetate), Cl.CO[C@@H]1CC[C@H](CC1)N (trans-4-methoxycyclohexanamine.hydrochloride). Solvent: CN1CCCC1=O (NMP), [Cl-].[Na+].O (brine), C(C)(=O)OCC (ethyl acetate). Run at temperature 127 celsius. Yields the product BrC=1N=C(C(=NC1)NCC(=O)OCC)N[C@@H]1CC[C@H](CC1)OC (ethyl 2-(5-bromo-3-(trans-4-methoxycyclohexylamino)pyrazin-2-ylamino)acetate). Isolated yield 41.0%. Reaction SMILES: OC(C1N=CC(C2N=C3[N:17]([C@H:22]4[CH2:27][CH2:26][C@H:25]([O:28][CH3:29])[CH2:24][CH2:23]4)C(=O)CNC3=NC=2)=CC=1)(C)C.Br[C:31]1[C:32]([NH:38][CH2:39][C:40]([O:42][CH2:43][CH3:44])=[O:41])=[N:33][CH:34]=[C:35]([Br:37])[N:36]=1.Cl.CO[C@H]1CC[C@H](N)CC1.CCN(C(C)C)C(C)C>[Cl-].[Na+].O.C(OCC)(=O)C.CN1C(=O)CCC1>[Br:37][C:35]1[N:36]=[C:31]([NH:17][C@H:22]2[CH2:27][CH2:26][C@H:25]([O:28][CH3:29])[CH2:24][CH2:23]2)[C:32]([NH:38][CH2:39][C:40]([O:42][CH2:43][CH3:44])=[O:41])=[N:33][CH:34]=1 |f:2.3,5.6.7|. Procedure details: 7-(6-(2-Hydroxypropan-2-yl)pyridin-3-yl)-1-(trans-4-methoxycyclohexyl)-3,4-dihydropyrazino[2,3-b]pyrazin-2(1H)-one (alternate approach). Ethyl 2-(3,5-dibromopyrazin-2-ylamino)acetate (1 equiv) and trans-4-methoxycyclohexanamine.hydrochloride (1.5 equiv), NMP and DIEA were combined and heated to 127° C. and maintained at that temperature for 18 h. Upon reaction completion, the mixture was cooled to 35° C. over 4 h. The batch was transferred to a mixture of ethyl acetate and 5% brine. The aqueous ... Starting materials: NS(=O)(=O)N (aminosulfonamide), C1CCOC1 (THF), C(=O)([O-])[O-].[K+].[K+] (K2CO3), [Na+].[I-] (NaI), ClCCS(=O)(=O)N1CCC(CC1)C1=CNC2=C(C=C(C=C12)C1=CSC=C1)C(=O)N (3-{1-[(2-chloroethyl)sulfonyl]-4-piperidinyl}-5-(3-thienyl)-1H-indole-7-carboxamide), CNC (dimethyl amine). Product: CN(CCS(=O)(=O)N1CCC(CC1)C1=CNC2=C(C=C(C=C12)C1=CSC=C1)C(=O)N)C (3-(1-{[2-(dimethylamino)ethyl]sulfonyl}-4-piperidinyl)-5-(3-thienyl)-1H-indole-7-carboxamide). Isolated yield 13.0%. RXN SMILES: NS(N)(=O)=O.Cl[CH2:7][CH2:8][S:9]([N:12]1[CH2:17][CH2:16][CH:15]([C:18]2[C:26]3[C:21](=[C:22]([C:32]([NH2:34])=[O:33])[CH:23]=[C:24]([C:27]4[CH:31]=[CH:30][S:29][CH:28]=4)[CH:25]=3)[NH:20][CH:19]=2)[CH2:14][CH2:13]1)(=[O:11])=[O:10].[CH3:35][NH:36][CH3:37].C1COCC1.C([O-])([O-])=O.[K+].[K+].[Na+].[I-]>>[CH3:35][N:36]([CH3:37])[CH2:7][CH2:8][S:9]([N:12]1[CH2:17][CH2:16][CH:15]([C:18]2[C:26]3[C:21](=[C:22]([C:32]([NH2:34])=[O:33])[CH:23]=[C:24]([C:27]4[CH:31]=[CH:30][S:29][CH:28]=4)[CH:25]=3)[NH:20][CH:19]=2)[CH2:14][CH2:13]1)(=[O:11])=[O:10] |f:4.5.6,7.8|. Procedure details: Following the general procedure for aminosulfonamide formation outlined in example 2, 3-{1-[(2-chloroethyl)sulfonyl]-4-piperidinyl}-5-(3-thienyl)-1H-indole-7-carboxamide (0.09 mmol) and 2M dimethyl amine in THF (0.225 mL, 0.45 mmol) were allowed to react in the presence of K2CO3 (44 mg, 0.45 mmol) and NaI (Cat. 5 mg). The resulting residue was purified by reverse phase HPLC eluting with 10% B to 80% B, where A=H2O (0.1% trifluoroacetic acid) and B=CH3CN (0.1% trifluoroacetic acid) to give the ti... The reactants are COC(OC)N(C)C, CN(C)C=O, O=C1C=CC(c2ccccc2)(c2ccccc2)CC1. Yields the product CN(C)C=C1CC(c2ccccc2)(c2ccccc2)C=CC1=O. RXN SMILES: [CH3:1][O:2][CH:3]([N:4]([CH3:5])[CH3:6])[O:7][CH3:8].[CH3:28][N:29]([CH3:30])[CH:31]=[O:32].[c:9]1([C:15]2([c:22]3[cH:23][cH:24][cH:25][cH:26][cH:27]3)[CH:16]=[CH:17][C:18](=[O:21])[CH2:19][CH2:20]2)[cH:10][cH:11][cH:12][cH:13][cH:14]1>>[CH:3]([N:4]([CH3:5])[CH3:6])=[C:19]1[C:18](=[O:21])[CH:17]=[CH:16][C:15]([c:9]2[cH:10][cH:11][cH:12][cH:13][cH:14]2)([c:22]2[cH:23][cH:24][cH:25][cH:26][cH:27]2)[CH2:20]1. Reactants: C(C)(=O)N1C(C(C2=CC=CC=C12)=C(C1=CC=CC=C1)OCC)=O (1-acetyl-3-{1-ethoxy-1-phenylmethylidene}-2-indolinone), NC=1C=C2C=CNC2=CC1 (5-amino-indole). Run in C1(=CC=CC=C1)C (toluene). Product: N1C=CC2=CC(=CC=C12)N\C(\C1=CC=CC=C1)=C\1/C(NC2=CC=CC=C12)=O (3-{(Z)-1-[(Indol-5-yl)amino]-1-phenylmethylidene}-2-indolinone). RXN SMILES: C([N:4]1[C:12]2[C:7](=[CH:8][CH:9]=[CH:10][CH:11]=2)[C:6](=[C:13](OCC)[C:14]2[CH:19]=[CH:18][CH:17]=[CH:16][CH:15]=2)[C:5]1=[O:23])(=O)C.[NH2:24][C:25]1[CH:26]=[C:27]2[C:31](=[CH:32][CH:33]=1)[NH:30][CH:29]=[CH:28]2>C1(C)C=CC=CC=1>[NH:30]1[C:31]2[C:27](=[CH:26][C:25]([NH:24]/[C:13](=[C:6]3\[C:5](=[O:23])[NH:4][C:12]4[C:7]\3=[CH:8][CH:9]=[CH:10][CH:11]=4)/[C:14]3[CH:15]=[CH:16][CH:17]=[CH:18][CH:19]=3)=[CH:33][CH:32]=2)[CH:28]=[CH:29]1. Reported procedure: 0.307 g (1 mmol) of 1-acetyl-3-{1-ethoxy-1-phenylmethylidene}-2-indolinone and 0.400 mg (3 mmol) of 5-amino-indole are refluxed in 10 ml toluene for 1 hour. The mixture is evaporated down in vacuo and the evaporation residue is distributed between EtOac and water. A viscous oil is obtained from the organic phase after drying, filtering and evaporation in vacuo, and this oil is purified by column chromatography on silica gel with the eluant EtOac/petroleum ether (1:1).